Task: describe an organic reaction: reactants, conditions, products, and yield. Dataset: the Open Reaction Database (ORD), a public repository of structured organic reaction records Starting materials: C1(=CC=CC=C1)NS(=O)(=O)C1=CC=C(C=C1)Br (N-phenyl-4-bromo-benzenesulfonamide), bis-(pinacolato)-diboron, C(C)(=O)[O-].[K+] (potassium acetate), COC1=CC(=NC=C1)CCC1=NC=2C(=NC=C(C2)I)N1 (2-[2-(4-methoxypyridin-2-yl)ethyl]-6iodo-3H-imidazo[4,5-b]pyridine), COC1=CC(=NC=C1)CCC1=NC=2C(=NC=C(C2)I)N1 (2-[2-(4-methoxypyridin-2-yl)ethyl]-6iodo-3H-imidazo[4,5-b]pyridine), C([O-])([O-])=O.[K+].[K+] (potassium carbonate), [Cl-].[Li+] (lithium chloride). Reagents/catalysts: C1(=CC=CC=C1)P([C-]1C=CC=C1)C1=CC=CC=C1.[C-]1(C=CC=C1)P(C1=CC=CC=C1)C1=CC=CC=C1.[Fe+2] (1,1′-bis-(diphenylphosphino)-ferrocene), C1=CC=C(C=C1)P([C-]2C=CC=C2)C3=CC=CC=C3.C1=CC=C(C=C1)P([C-]2C=CC=C2)C3=CC=CC=C3.Cl[Pd]Cl.[Fe+2] ([1,1′-bis(diphenylphosphino)-ferrocene]palladium-dichloride), [Pd].C1(=CC=CC=C1)P(C1=CC=CC=C1)C1=CC=CC=C1.C1(=CC=CC=C1)P(C1=CC=CC=C1)C1=CC=CC=C1.C1(=CC=CC=C1)P(C1=CC=CC=C1)C1=CC=CC=C1.C1(=CC=CC=C1)P(C1=CC=CC=C1)C1=CC=CC=C1 (tetrakis(triphenylphosphine)-palladium(0)). Run in O (water), O1CCOCC1 (dioxane), O (water), O1CCOCC1 (dioxane). Conditions: temperature 90 celsius. Yields the product COC1=CC(=NC=C1)CCC1=NC=2C(=NC=C(C2)C2=CC=C(C=C2)S(=O)(=O)NC2=CC=CC=C2)N1 (4-{2-[2-(4-Methoxypyridin-2-yl)ethyl]-3H-imidazo[4,5-b]pyridin-6-yl}-N-phenyl-benzenesulfonamide). Yield: 26.4%. RXN SMILES: [C:1]1([NH:7][S:8]([C:11]2[CH:16]=[CH:15][C:14](Br)=[CH:13][CH:12]=2)(=[O:10])=[O:9])[CH:6]=[CH:5][CH:4]=[CH:3][CH:2]=1.C([O-])(=O)C.[K+].[CH3:23][O:24][C:25]1[CH:30]=[CH:29][N:28]=[C:27]([CH2:31][CH2:32][C:33]2[NH:42][C:36]3=[N:37][CH:38]=[C:39](I)[CH:40]=[C:35]3[N:34]=2)[CH:26]=1.C(=O)([O-])[O-].[K+].[K+].[Cl-].[Li+]>O1CCOCC1.O.C1(P(C2C=CC=CC=2)[C-]2C=CC=C2)C=CC=CC=1.[C-]1(P(C2C=CC=CC=2)C2C=CC=CC=2)C=CC=C1.[Fe+2].C1C=CC(P(C2C=CC=CC=2)[C-]2C=CC=C2)=CC=1.C1C=CC(P(C2C=CC=CC=2)[C-]2C=CC=C2)=CC=1.Cl[Pd]Cl.[Fe+2].[Pd].C1(P(C2C=CC=CC=2)C2C=CC=CC=2)C=CC=CC=1.C1(P(C2C=CC=CC=2)C2C=CC=CC=2)C=CC=CC=1.C1(P(C2C=CC=CC=2)C2C=CC=CC=2)C=CC=CC=1.C1(P(C2C=CC=CC=2)C2C=CC=CC=2)C=CC=CC=1>[CH3:23][O:24][C:25]1[CH:30]=[CH:29][N:28]=[C:27]([CH2:31][CH2:32][C:33]2[NH:42][C:36]3=[N:37][CH:38]=[C:39]([C:14]4[CH:15]=[CH:16][C:11]([S:8]([NH:7][C:1]5[CH:6]=[CH:5][CH:4]=[CH:3][CH:2]=5)(=[O:10])=[O:9])=[CH:12][CH:13]=4)[CH:40]=[C:35]3[N:34]=2)[CH:26]=1 |f:1.2,4.5.6,7.8,11.12.13,14.15.16.17,18.19.20.21.22|. Procedure: A mixture of 0.468 g of N-phenyl-4-bromo-benzenesulfonamide, 0.42 g of bis-(pinacolato)-diboron, 0.025 g of 1,1′-bis-(diphenylphosphino)-ferrocene, 0.033 g of [1,1′-bis(diphenylphosphino)-ferrocene]palladium-dichloride (complex with CH2Cl2), 0.442 g of potassium acetate in 6 ml of degassed dioxane are heated to 90° C. in a sealed tube under N2 for 6 hours. To the resulting mixture 5 ml of degassed dioxane, 0.371 g of 2-[2-(4-methoxypyridin-2-yl)ethyl]-6-iodo-3H-imidazo[4,5-b]pyridine (starting m... The reactants are C(CC)I (Propyl iodide), [O-]CC.[Na+] (sodium ethoxide), C(C)C1=CC(=NN1)C(=O)OCC (ethyl 5-ethyl-1H-pyrazole-3-carboxylate), C(CC)I (propyl iodide), [O-]CC.[Na+] (sodium ethoxide). The solvent is C(C)O (ethanol), C(C)O (ethanol), C(C)O (ethanol). Run at time 8 hour. The product is C(C)C1=CC(=NN1CCC)C(=O)OCC (ethyl 5-ethyl-1-propyl-1H-pyrazole-3-carboxylate). RXN SMILES: [CH2:1](I)[CH2:2][CH3:3].[O-]CC.[Na+].[CH2:9]([C:11]1[NH:15][N:14]=[C:13]([C:16]([O:18][CH2:19][CH3:20])=[O:17])[CH:12]=1)[CH3:10]>C(O)C>[CH2:2]([C:1]1[N:15]([CH2:11][CH2:9][CH3:10])[N:14]=[C:13]([C:16]([O:18][CH2:19][CH3:20])=[O:17])[CH:12]=1)[CH3:3] |f:1.2|. Procedure: Propyl iodide (0.43 mL, 4.46 mmol) and a solution of sodium ethoxide in ethanol (21%, 0.95 g, 3.27 mmol) were added to a solution of ethyl 5-ethyl-1H-pyrazole-3-carboxylate (0.5 g, 2.97 mmol) in ethanol (5 mL) at ambient temperature. The reaction was stirred overnight, and additional propyl iodide (0.05 mL) and sodium ethoxide in ethanol (21%, 0.1 g) were added. After 3 hours, the solvent was removed under reduced pressure and the residue was partitioned between an aqueous sodium chloride soluti... Reactants: [BH4-], CC(C)(CSc1ccccc1)C(=O)O, [Na+], [Na+], [OH-]. Product: CC1(C)CSc2ccccc2C1O. Reaction SMILES: [BH4-:17].[CH3:1][C:2]([C:3](=[O:4])[OH:5])([CH2:6][S:7][c:8]1[cH:9][cH:10][cH:11][cH:12][cH:13]1)[CH3:14].[Na+:16].[Na+:18].[OH-:15]>>[CH3:1][C:2]1([CH3:14])[CH:3]([OH:5])[c:13]2[c:8]([cH:9][cH:10][cH:11][cH:12]2)[S:7][CH2:6]1.